This data is from the Open Reaction Database (ORD), a public repository of structured organic reaction records. The task is: describe an organic reaction: reactants, conditions, products, and yield Starting materials: COC=1C=C2C=C(NC2=CC1)C(=O)OC (methyl 5-methoxy-1H-indolecarboxylate), CI (methyl iodide), solution, CC(C)([O-])C.[K+] (potassium tert-butoxide). Solvent: O1CCCC1 (tetrahydrofuran), O1CCCC1 (tetrahydrofuran), O1CCCC1 (tetrahydrofuran). Run at time 30 minute. Product: COC=1C=C2C=C(N(C2=CC1)C)C(=O)OC (Methyl 5-methoxy-1-methyl-1H-indolecarboxylate). RXN SMILES: [CH3:1]C(C)([O-])C.[K+].[CH3:7][O:8][C:9]1[CH:10]=[C:11]2[C:15](=[CH:16][CH:17]=1)[NH:14][C:13]([C:18]([O:20][CH3:21])=[O:19])=[CH:12]2.CI>O1CCCC1>[CH3:7][O:8][C:9]1[CH:10]=[C:11]2[C:15](=[CH:16][CH:17]=1)[N:14]([CH3:1])[C:13]([C:18]([O:20][CH3:21])=[O:19])=[CH:12]2 |f:0.1|. Reported procedure: 100 ml of a 1N solution of potassium tert-butoxide in tetrahydrofuran is added dropwise to a solution, cooled to −20° C., of 0,1 mol of methyl 5-methoxy-1H-indolecarboxylate in tetrahydrofuran. The medium is stirred for 30 minutes at this temperature, followed by dropwise addition of a solution of 0.1 mol of methyl iodide in tetrahydrofuran. Once the addition is complete, the medium is warmed slowly to room temperature, stirred for 1 h at this temperature and filtered. The expected product is ob... The reactants are C(C)NC(CCC1=CC=NC=C1)O (α-(ethylamino)-4-pyridinepropanol), C(=O)(N1C=NC=C1)N1C=NC=C1 (Carbonyldiimidazole). The solvent is O1CCCC1 (tetrahydrofuran). Conditions: time 10 minute. Yields the product C(C)N1C(OCC1CC1=CC=NC=C1)=O (3-Ethyl-4-(4-pyridinylmethyl)-2-oxazolidinone). The yield is 67.6%. Reaction SMILES: C(N[CH:4]([OH:13])[CH2:5][CH2:6][C:7]1[CH:12]=[CH:11][N:10]=[CH:9][CH:8]=1)C.[C:14](N1C=CN=C1)([N:16]1[CH:20]=[CH:19]N=C1)=[O:15]>O1CCCC1>[CH2:20]([N:16]1[CH:5]([CH2:6][C:7]2[CH:8]=[CH:9][N:10]=[CH:11][CH:12]=2)[CH2:4][O:13][C:14]1=[O:15])[CH3:19]. Procedure details: Crude α-(ethylamino)-4-pyridinepropanol (2.07 g, 0.0122 mol) is stirred in dry tetrahydrofuran (20 mL) with activated 3Å sieves for about 10 minutes. Carbonyldiimidazole (2.26 g, 0.0139 mol) is added and the mixture is stirred at room temperature overnight. The reaction mixture is concentrated and Kugelrohr distilled at 80-100° C. and 2 mm Hg to remove excess imidazole. The residue is chromatographed on silica gel eluting with 10:1 chloroform:methanol to afford 1.7 g of the title compound as an ... Starting materials: CC(C)(C)Nc1nc(Cl)nc2ccccc12, CC(C)(C)OC(=O)NC1CCC(N)CC1, CC(C)O, CCN(C(C)C)C(C)C. Yields the product CC(C)(C)Nc1nc(NC2CCC(NC(=O)OC(C)(C)C)CC2)nc2ccccc12. RXN SMILES: [C:16]([CH3:17])([CH3:18])([CH3:19])[NH:20][c:21]1[n:22][c:23]([Cl:31])[n:24][c:25]2[cH:26][cH:27][cH:28][cH:29][c:30]12.[C:1]([CH3:2])([CH3:3])([CH3:4])[O:5][C:6]([NH:7][CH:8]1[CH2:9][CH2:10][CH:11]([NH2:14])[CH2:12][CH2:13]1)=[O:15].[CH3:41][CH:42]([OH:43])[CH3:44].[CH:32]([N:33]([CH:34]([CH3:35])[CH3:36])[CH2:37][CH3:38])([CH3:39])[CH3:40]>>[C:1]([CH3:2])([CH3:3])([CH3:4])[O:5][C:6]([NH:7][CH:8]1[CH2:9][CH2:10][CH:11]([NH:14][c:23]2[n:22][c:21]([NH:20][C:16]([CH3:17])([CH3:18])[CH3:19])[c:30]3[c:25]([n:24]2)[cH:26][cH:27][cH:28][cH:29]3)[CH2:12][CH2:13]1)=[O:15].